This data is from the Open Reaction Database (ORD), a public repository of structured organic reaction records. The task is: describe an organic reaction: reactants, conditions, products, and yield The reactants are C(=O)(OC(C)(C)C)NC1=CC=C(C=C1)C=1N=C2N(C(C(=C(N2CC2=C(C=CC=C2F)F)C)CC2=CC=CC=C2)=O)C1CN(CC1=CC=CC=C1)C (2-[4-(N-Boc-amino)phenyl]-8-(2,6-difluorobenzyl)-5,8-dihydro-3-(N-methyl-N-benzylaminomethyl)-6-benzyl-7-methyl-5-oxoimidazo[1,2-a]pyrimidine), FC(C(=O)O)(F)F (trifluoroacetic acid), FC(C(=O)O)(F)F (trifluoroacetic acid). The solvent is ClCCl (dichloromethane). Run at time 5 hour. The product is FC1=C(CN2C=3N(C(C(=C2C)CC2=CC=CC=C2)=O)C(=C(N3)C3=CC=C(C=C3)N)CN(CC3=CC=CC=C3)C)C(=CC=C1)F (8-(2,6-difluorobenzyl)-5,8-dihydro-2-(4-aminophenyl)-3-(N-methyl-N-benzylaminomethyl)-6-benzyl-7-methy-5-oxoimidazo[1,2-a]pyrimidine). As a reaction SMILES: C([NH:8][C:9]1[CH:14]=[CH:13][C:12]([C:15]2[N:16]=[C:17]3[N:22]([CH2:23][C:24]4[C:29]([F:30])=[CH:28][CH:27]=[CH:26][C:25]=4[F:31])[C:21]([CH3:32])=[C:20]([CH2:33][C:34]4[CH:39]=[CH:38][CH:37]=[CH:36][CH:35]=4)[C:19](=[O:40])[N:18]3[C:41]=2[CH2:42][N:43]([CH3:51])[CH2:44][C:45]2[CH:50]=[CH:49][CH:48]=[CH:47][CH:46]=2)=[CH:11][CH:10]=1)(OC(C)(C)C)=O.FC(F)(F)C(O)=O>ClCCl>[F:30][C:29]1[CH:28]=[CH:27][CH:26]=[C:25]([F:31])[C:24]=1[CH2:23][N:22]1[C:21]([CH3:32])=[C:20]([CH2:33][C:34]2[CH:39]=[CH:38][CH:37]=[CH:36][CH:35]=2)[C:19](=[O:40])[N:18]2[C:41]([CH2:42][N:43]([CH3:51])[CH2:44][C:45]3[CH:46]=[CH:47][CH:48]=[CH:49][CH:50]=3)=[C:15]([C:12]3[CH:13]=[CH:14][C:9]([NH2:8])=[CH:10][CH:11]=3)[N:16]=[C:17]12. Procedure: To a solution of the compound obtained in Example 19 (0.53 g, 0.77 mol) in dichloromethane (20 ml) is added trifluoroacetic acid (0.24 ml, 3.07 mmol) with ice-cooling. An additional amount of trifluoroacetic acid (1.5 ml) is added at room temperature and is stirred for 5 hours at room temperature. The reaction mixture is partitioned between chloroform (100 ml) and aqueous saturated NaHCO3 solution (30 ml). The aqueous layer is extracted with chloroform (30 ml). The combined organic solution is w... Reactants: O=[N+]([O-])c1cccc(S(=O)(=O)Cl)c1, NCCCCC(NC(=O)OCC1c2ccccc2-c2ccccc21)C(=O)O. The product is O=C(NC(CCCCNS(=O)(=O)c1cccc([N+](=O)[O-])c1)C(=O)O)OCC1c2ccccc2-c2ccccc21. RXN SMILES: [N+:28](=[O:29])([O-:30])[c:31]1[cH:32][c:33]([S:37](=[O:38])(=[O:39])[Cl:40])[cH:34][cH:35][cH:36]1.[cH:1]1[cH:2][cH:3][cH:4][c:5]2[c:13]1[CH:12]([CH2:14][O:15][C:16](=[O:17])[NH:18][CH:19]([CH2:20][CH2:21][CH2:22][CH2:23][NH2:24])[C:25](=[O:26])[OH:27])[c:11]1[c:6]-2[cH:7][cH:8][cH:9][cH:10]1>>[cH:1]1[cH:2][cH:3][cH:4][c:5]2[c:13]1[CH:12]([CH2:14][O:15][C:16](=[O:17])[NH:18][CH:19]([CH2:20][CH2:21][CH2:22][CH2:23][NH:24][S:37]([c:33]1[cH:32][c:31]([N+:28](=[O:29])[O-:30])[cH:36][cH:35][cH:34]1)(=[O:38])=[O:39])[C:25](=[O:26])[OH:27])[c:11]1[c:6]-2[cH:7][cH:8][cH:9][cH:10]1. Run in C1(=CC=CC=C1)C (toluene), COCCOC (1,2-dimethoxyethane). Reagents/catalysts: C=1C=CC(=CC1)/C=C/C(=O)/C=C/C2=CC=CC=C2.C=1C=CC(=CC1)/C=C/C(=O)/C=C/C2=CC=CC=C2.[Pd] (Bis(dibenzylidene-acetone)palladium). Yields the product FC1=CC=2C3=C(N(C2C=C1)\C=C\C=1C=NC(=CC1)C)C1CCN(C3)CC1 (9-fluoro-6-[(E)-2-(6-methylpyridin-3-yl)vinyl]-3,4,5,6-tetrahydro-1H-2,5-ethanoazepino[4,3-b]indole). Run at temperature 70 celsius, time 30 minute. RXN SMILES: [F:1][C:2]1[CH:10]=[CH:9][C:8]2[NH:7][C:6]3[CH:11]4[CH2:17][CH2:16][N:14]([CH2:15][C:5]=3[C:4]=2[CH:3]=1)[CH2:13][CH2:12]4.C([Li])CCC.C(P(C(C)(C)C)C(C)(C)C)(C)(C)C.Br/[CH:37]=[CH:38]/[C:39]1[CH:40]=[CH:41][C:42]([CH3:45])=[N:43][CH:44]=1>C1(C)C=CC=CC=1.COCCOC.C1C=CC(/C=C/C(/C=C/C2C=CC=CC=2)=O)=CC=1.C1C=CC(/C=C/C(/C=C/C2C=CC=CC=2)=O)=CC=1.[Pd]>[F:1][C:2]1[CH:10]=[CH:9][C:8]2[N:7](/[CH:37]=[CH:38]/[C:39]3[CH:44]=[N:43][C:42]([CH3:45])=[CH:41][CH:40]=3)[C:6]3[CH:11]4[CH2:12][CH2:13][N:14]([CH2:15][C:5]=3[C:4]=2[CH:3]=1)[CH2:16][CH2:17]4 |f:6.7.8|. Reported procedure: A solution of 9-fluoro-3,4,5,6-tetrahydro-1H-2,5-ethanoazepino[4,3-b]indole (100 mg, 0.434 mmol; Example 161) in a mixture of toluene (4 mL) and 1,2-dimethoxyethane (1 mL) was degassed with nitrogen. n-Butyllithium (2 M in cyclohexane; 217 mL, 0.434 mmol; Aldrich) was added at room temperature and the mixture stirred for 30 minutes. Bis(dibenzylidene-acetone)palladium (19.98 mg, 0.035 mmol; Aldrich), tri-tert-butylphosphine (1 M in toluene; 0.069 mL, 0.069 mmol; Aldrich) and (E)-5-(2-bromovinyl)... The reactants are FC1=CC=2C3=C(NC2C=C1)C1CCN(C3)CC1 (9-fluoro-3,4,5,6-tetrahydro-1H-2,5-ethanoazepino[4,3-b]indole), C(C)(C)(C)P(C(C)(C)C)C(C)(C)C (tri-tert-butylphosphine), Br/C=C/C=1C=CC(=NC1)C ((E)-5-(2-bromovinyl)-2-methylpyridine), C(CCC)[Li] (n-Butyllithium). Reactants: ice, OC1=C(C#N)C=C(C(=N1)C)[N+](=O)[O-] (2-hydroxy-6-methyl-5-nitronicotinonitrile), P(Cl)(Cl)(Cl)(Cl)Cl (phosphorus pentachloride), C(C)O (ethanol). Solvent: P(=O)(Cl)(Cl)Cl (phosphorus oxychloride). Run at time 30 minute. Yields the product ClC1=C(C#N)C=C(C(=N1)C)[N+](=O)[O-] (2-chloro-6-methyl-5-nitronicotinonitrile). Isolated yield 37.9%. Reaction SMILES: O[C:2]1[N:9]=[C:8]([CH3:10])[C:7]([N+:11]([O-:13])=[O:12])=[CH:6][C:3]=1[C:4]#[N:5].P(Cl)(Cl)(Cl)(Cl)[Cl:15].C(O)C>P(Cl)(Cl)(Cl)=O>[Cl:15][C:2]1[N:9]=[C:8]([CH3:10])[C:7]([N+:11]([O-:13])=[O:12])=[CH:6][C:3]=1[C:4]#[N:5]. Procedure details: A suspension of the compound prepared in Example 442 (5.00 g) and phosphorus pentachloride (6.97 g) in phosphorus oxychloride (25 mL) was stirred and heated in an oil bath set to 110° C. for 30 minutes. The resulting solution was cooled to ambient temperature and concentrated. The residual liquid was cooled in an ice bath, whereupon a solid formed. This solid was carefully treated with 50% aqueous ethanol (10 mL), and then the mixture was stirred and heated in the 110° C. oil bath for 5 minutes.... Starting materials: [Br-], O=c1cc(-c2cc(OCc3ccccc3)cc(OCc3ccccc3)c2)oc2cc(OCC3CO3)ccc12, CO, [K+], c1ccc(N2CCNCC2)cc1. The product is O=c1cc(-c2cc(OCc3ccccc3)cc(OCc3ccccc3)c2)oc2cc(OCC(O)CN3CCN(c4ccccc4)CC3)ccc12. As a reaction SMILES: [Br-:51].[CH2:1]([c:2]1[cH:3][cH:4][cH:5][cH:6][cH:7]1)[O:8][c:9]1[cH:10][c:11](-[c:12]2[o:13][c:14]3[cH:15][c:16]([O:23][CH2:24][CH:25]4[CH2:26][O:27]4)[cH:17][cH:18][c:19]3[c:20](=[O:22])[cH:21]2)[cH:28][c:29]([O:31][CH2:32][c:33]2[cH:34][cH:35][cH:36][cH:37][cH:38]2)[cH:30]1.[CH3:53][OH:54].[K+:52].[c:39]1([N:45]2[CH2:46][CH2:47][NH:48][CH2:49][CH2:50]2)[cH:40][cH:41][cH:42][cH:43][cH:44]1>>[CH2:1]([c:2]1[cH:3][cH:4][cH:5][cH:6][cH:7]1)[O:8][c:9]1[cH:10][c:11](-[c:12]2[o:13][c:14]3[cH:15][c:16]([O:23][CH2:24][CH:25]([CH2:26][N:48]4[CH2:47][CH2:46][N:45]([c:39]5[cH:40][cH:41][cH:42][cH:43][cH:44]5)[CH2:50][CH2:49]4)[OH:27])[cH:17][cH:18][c:19]3[c:20](=[O:22])[cH:21]2)[cH:28][c:29]([O:31][CH2:32][c:33]2[cH:34][cH:35][cH:36][cH:37][cH:38]2)[cH:30]1. Starting materials: Cl.COC1=CC=C(CS[C@H]2C[C@H](N(C2)C(=O)OCC2=CC=C(C=C2)[N+](=O)[O-])C(=O)N2C[C@H](CC2)N)C=C1 ((2S,4S)-4-(4-methoxybenzylthio)-2-[(3S)-3-aminopyrrolidin-1-ylcarbonyl]-1-(4-nitrobenzyloxycarbonyl)pyrrolidine hydrochloride), [N+](=O)([O-])C1=CC=C(COC(=O)NC(C)=N)C=C1 (N-(4-nitrobenzyloxycarbonyl)acetamidine), C(C)#N (acetonitrile). Conditions: temperature 53 celsius, time 2 hour. Yields the product COC1=CC=C(CS[C@H]2C[C@H](N(C2)C(=O)OCC2=CC=C(C=C2)[N+](=O)[O-])C(=O)N2C[C@H](CC2)NC(CC(=O)OCC2=CC=C(C=C2)[N+](=O)[O-])=N)C=C1 ((2S,4S)-4-(4-Methoxybenzylthio)-2-[(3S)-3-(N-4-nitrobenzyloxycarbonylacetimidoylamino)pyrrolidin-1ylcarbonyl]-1-(4-nitrobenzyloxycarbonyl)pyrrolidine). As a reaction SMILES: Cl.[CH3:2][O:3][C:4]1[CH:37]=[CH:36][C:7]([CH2:8][S:9][C@@H:10]2[CH2:14][N:13]([C:15]([O:17][CH2:18][C:19]3[CH:24]=[CH:23][C:22]([N+:25]([O-:27])=[O:26])=[CH:21][CH:20]=3)=[O:16])[C@H:12]([C:28]([N:30]3[CH2:34][CH2:33][C@H:32]([NH2:35])[CH2:31]3)=[O:29])[CH2:11]2)=[CH:6][CH:5]=1.[N+:38]([C:41]1[CH:54]=[CH:53][C:44]([CH2:45][O:46][C:47](NC(=N)C)=[O:48])=[CH:43][CH:42]=1)([O-:40])=[O:39].[C:55](#[N:57])[CH3:56]>>[CH3:2][O:3][C:4]1[CH:5]=[CH:6][C:7]([CH2:8][S:9][C@@H:10]2[CH2:14][N:13]([C:15]([O:17][CH2:18][C:19]3[CH:20]=[CH:21][C:22]([N+:25]([O-:27])=[O:26])=[CH:23][CH:24]=3)=[O:16])[C@H:12]([C:28]([N:30]3[CH2:34][CH2:33][C@H:32]([NH:35][C:55](=[NH:57])[CH2:56][C:47]([O:46][CH2:45][C:44]4[CH:43]=[CH:42][C:41]([N+:38]([O-:40])=[O:39])=[CH:54][CH:53]=4)=[O:48])[CH2:31]3)=[O:29])[CH2:11]2)=[CH:36][CH:37]=1 |f:0.1|. Reported procedure: A suspension of 1.00 g of (2S,4S)-4-(4-methoxybenzylthio)-2-[(3S)-3-aminopyrrolidin-1-ylcarbonyl]-1-(4-nitrobenzyloxycarbonyl)pyrrolidine hydrochloride [prepared as described in step (ii) above] and 0.47 g of N-(4-nitrobenzyloxycarbonyl)acetamidine in 20 ml of dry acetonitrile was stirred at 53° C. for 2 hours. The reaction mixture was then freed from impurities by filtration, and the filtrate was concentrated by evaporation under reduced pressure. The concentrate was purified by column chromato... Reactants: NC1=C(C(=O)N)C=CC(=C1)C(F)(F)F (2-amino-4-trifluromethylbenzamide), ClC1=CC(=C(C=O)C=C1)SCC (4-chloro-2-ethylsulfanylbenzaldehyde), S([O-])(O)=O.[Na+] (sodium bisulfite), C([O-])(O)=O.[Na+] (sodium bicarbonate). Solvent: CC(=O)N(C)C (DMA), O (water). Reaction conditions: temperature 150 celsius, time 15 hour. The product is ClC1=CC(=C(C=C1)C1=NC2=CC(=CC=C2C(N1)=O)C(F)(F)F)SCC (2-(4-chloro-2-ethylsulfanylphenyl)-7-trifluoromethyl-3H-quinazolin-4-one). The yield is 80.7%. Reaction SMILES: [NH2:1][C:2]1[CH:10]=[C:9]([C:11]([F:14])([F:13])[F:12])[CH:8]=[CH:7][C:3]=1[C:4]([NH2:6])=[O:5].[Cl:15][C:16]1[CH:23]=[CH:22][C:19]([CH:20]=O)=[C:18]([S:24][CH2:25][CH3:26])[CH:17]=1.S(=O)(O)[O-].[Na+].C(=O)(O)[O-].[Na+]>O.CC(N(C)C)=O>[Cl:15][C:16]1[CH:23]=[CH:22][C:19]([C:20]2[NH:6][C:4](=[O:5])[C:3]3[C:2](=[CH:10][C:9]([C:11]([F:12])([F:13])[F:14])=[CH:8][CH:7]=3)[N:1]=2)=[C:18]([S:24][CH2:25][CH3:26])[CH:17]=1 |f:2.3,4.5|. Procedure details: A mixture of 1.0 g of 2-amino-4-trifluromethylbenzamide, 944 mg of 4-chloro-2-ethylsulfanylbenzaldehyde, 765 mg of sodium bisulfite and 4 ml of DMA was stirred at 150° C. for 15 hours. A saturated aqueous sodium bicarbonate solution and water were added to the cooled reaction mixture, and the precipitated solid was filtered. The resulting solid was washed with water and n-hexane and then dried to obtain 1.46 g of 2-(4-chloro-2-ethylsulfanylphenyl)-7-trifluoromethyl-3H-quinazolin-4-one. Reactants: CN(C)C(=O)C(CC(=O)OC(C)(C)C)c1ccc(OCc2cccc(-c3ccc(C(F)(F)F)cc3)c2)cc1, ClCCl, O=C(O)C(F)(F)F. The product is CN(C)C(=O)C(CC(=O)O)c1ccc(OCc2cccc(-c3ccc(C(F)(F)F)cc3)c2)cc1. Reaction SMILES: [C:1]([CH3:2])([CH3:3])([CH3:4])[O:5][C:6]([CH2:7][CH:8]([C:9](=[O:10])[N:11]([CH3:12])[CH3:13])[c:14]1[cH:15][cH:16][c:17]([O:20][CH2:21][c:22]2[cH:23][c:24](-[c:28]3[cH:29][cH:30][c:31]([C:34]([F:35])([F:36])[F:37])[cH:32][cH:33]3)[cH:25][cH:26][cH:27]2)[cH:18][cH:19]1)=[O:38].[Cl:39][CH2:40][Cl:41].[F:42][C:43]([F:44])([F:45])[C:46]([OH:47])=[O:48]>>[O:5]=[C:6]([CH2:7][CH:8]([C:9](=[O:10])[N:11]([CH3:12])[CH3:13])[c:14]1[cH:15][cH:16][c:17]([O:20][CH2:21][c:22]2[cH:23][c:24](-[c:28]3[cH:29][cH:30][c:31]([C:34]([F:35])([F:36])[F:37])[cH:32][cH:33]3)[cH:25][cH:26][cH:27]2)[cH:18][cH:19]1)[OH:38].